Dataset: the Open Reaction Database (ORD), a public repository of structured organic reaction records. Task: describe an organic reaction: reactants, conditions, products, and yield Yields the product COC(=O)C(SC)(c1cccc(Oc2ccccc2)c1)C(C)C. As a reaction SMILES: [CH3:1][S:2][CH:3]([C:4](=[O:5])[O:6][CH3:7])[c:8]1[cH:9][c:10]([O:14][c:15]2[cH:16][cH:17][cH:18][cH:19][cH:20]2)[cH:11][cH:12][cH:13]1.[CH3:29][N:30]([CH3:31])[CH:32]=[O:33].[CH:23]([CH3:24])([CH3:25])[Br:26].[Cl-:27].[H-:21].[NH4+:28].[Na+:22]>>[CH3:1][S:2][C:3]([C:4](=[O:5])[O:6][CH3:7])([c:8]1[cH:9][c:10]([O:14][c:15]2[cH:16][cH:17][cH:18][cH:19][cH:20]2)[cH:11][cH:12][cH:13]1)[CH:23]([CH3:24])[CH3:25]. Starting materials: COC(=O)C(SC)c1cccc(Oc2ccccc2)c1, CN(C)C=O, CC(C)Br, [Cl-], [H-], [NH4+], [Na+].